This data is from the Open Reaction Database (ORD), a public repository of structured organic reaction records. The task is: describe an organic reaction: reactants, conditions, products, and yield The reactants are COCC1Cc2ccccc2N1C(=O)OC(C)(C)C, ClCCl, O=C(O)C(F)(F)F, [Na+], [OH-]. Yields the product COCC1Cc2ccccc2N1. As a reaction SMILES: [C:1]([O:2][C:3](=[O:4])[N:8]1[CH:9]([CH2:17][O:18][CH3:19])[CH2:10][c:11]2[cH:12][cH:13][cH:14][cH:15][c:16]21)([CH3:5])([CH3:6])[CH3:7].[Cl:29][CH2:30][Cl:31].[F:20][C:21]([F:22])([F:23])[C:24]([OH:25])=[O:26].[Na+:28].[OH-:27]>>[NH:8]1[CH:9]([CH2:17][O:18][CH3:19])[CH2:10][c:11]2[cH:12][cH:13][cH:14][cH:15][c:16]21.